Dataset: the Open Reaction Database (ORD), a public repository of structured organic reaction records. Task: describe an organic reaction: reactants, conditions, products, and yield Starting materials: CN1CCCC1=O, O=[N+]([O-])c1ccc(F)cc1, [K+], [K+], O=C([O-])[O-], NCCc1cccs1. The product is O=[N+]([O-])c1ccc(NCCc2cccs2)cc1. Reaction SMILES: [CH3:25][N:26]1[CH2:27][CH2:28][CH2:29][C:30]1=[O:31].[F:1][c:2]1[cH:3][cH:4][c:5]([N+:8](=[O:9])[O-:10])[cH:6][cH:7]1.[K+:19].[K+:20].[O-:21][C:22]([O-:23])=[O:24].[s:11]1[c:12]([CH2:16][CH2:17][NH2:18])[cH:13][cH:14][cH:15]1>>[c:2]1([NH:18][CH2:17][CH2:16][c:12]2[s:11][cH:15][cH:14][cH:13]2)[cH:3][cH:4][c:5]([N+:8](=[O:9])[O-:10])[cH:6][cH:7]1. Starting materials: [Cu+2], O=[N+]([O-])[O-], O=[N+]([O-])[O-], O=N[O-], CCOC(=O)C(C)n1ncc2ccc(N)cc21, NC(N)=O, [Na+], O, O=S(=O)(O)O. Product: CCOC(=O)C(C)n1ncc2ccc(O)cc21. RXN SMILES: [Cu+2:36].[N+:32]([O-:33])([O-:34])=[O:35].[N+:37]([O-:38])([O-:39])=[O:40].[N:23]([O-:24])=[O:25].[NH2:1][c:2]1[cH:3][cH:4][c:5]2[cH:6][n:7][n:8]([CH:11]([C:12](=[O:13])[O:14][CH2:15][CH3:16])[CH3:17])[c:9]2[cH:10]1.[NH2:27][C:28](=[O:29])[NH2:30].[Na+:26].[OH2:31].[S:18]([OH:19])(=[O:20])(=[O:21])[OH:22]>>[c:2]1([OH:19])[cH:3][cH:4][c:5]2[cH:6][n:7][n:8]([CH:11]([C:12](=[O:13])[O:14][CH2:15][CH3:16])[CH3:17])[c:9]2[cH:10]1. Reactants: Cl (hydrochloride), ON1N=NC2=C1C=CC=C2 (1-hydroxybenzotriazole), C(C1=CC=CC=C1)(=O)OC=1C=CC(=C(C(=O)O)C1)C(C1=CC(=C(C(=C1)OC)OC)OC)=O (5-benzoyloxy-2-(3,4,5-trimethoxybenzoyl)benzoic acid), O (water). Run in CN(C=O)C (N,N-dimethylformamide). Procedure: A mixture of 5-benzoyloxy-2-(3,4,5-trimethoxybenzoyl)benzoic acid 50 mg, 14.8M aqueous ammonia 50 μl, 1-ethyl-3-(3-dimethylaminopropyl)carbodiimido.hydrochloride 68 mg and 1-hydroxybenzotriazole 15.9 mg is dissolved under ice cooling in N,N-dimethylformamide 2 ml and the mixture is stirred overnight at room temperature. To the reaction mixture is added water. The mixture is extracted with ethyl acetate and the extract is washed with water and dried, followed by removal of the solvent. The residu... Yield: 96.7%. Product: C(C1=CC=CC=C1)OC1=CC=C2C(NC(C2=C1)=O)(C1=CC(=C(C(=C1)OC)OC)OC)O (6-benzyloxy-3-hydroxy-3-(3,4,5-trimethoxyphenyl)-2,3-dihydroisoindol-1-one). Reaction conditions: time 8 hour. RXN SMILES: [C:1]([O:9][C:10]1[CH:11]=[CH:12][C:13]([C:19](=[O:32])[C:20]2[CH:25]=[C:24]([O:26][CH3:27])[C:23]([O:28][CH3:29])=[C:22]([O:30][CH3:31])[CH:21]=2)=[C:14]([CH:18]=1)[C:15](O)=[O:16])(=O)[C:2]1[CH:7]=[CH:6][CH:5]=[CH:4][CH:3]=1.Cl.O[N:35]1C2C=CC=CC=2N=N1.O>CN(C)C=O>[CH2:1]([O:9][C:10]1[CH:18]=[C:14]2[C:13]([C:19]([OH:32])([C:20]3[CH:25]=[C:24]([O:26][CH3:27])[C:23]([O:28][CH3:29])=[C:22]([O:30][CH3:31])[CH:21]=3)[NH:35][C:15]2=[O:16])=[CH:12][CH:11]=1)[C:2]1[CH:7]=[CH:6][CH:5]=[CH:4][CH:3]=1. The reactants are ClC(=O)OCC (ethyl chloroformate), [OH-].[NH4+] (ammonium hydroxide), C(OC(C)(C)C)(=O)OC(=O)[O-] (tert-butyl pyrocarbonate), Cl.ClC=1C=C2C=3CCNC(C3NC2=CC1)C1(CCC1)C(=O)OCC (Ethyl 1-(6-chloro-2,3,4,9-tetrahydro-1H-β-carbolin-1-yl)cyclobutanecarboxylate Hydrochloride), C(CC(O)(C(=O)O)CC(=O)O)(=O)O (citric acid). Solvent: O1CCCC1 (tetrahydrofuran), CN1CCOCC1 (N-methylmorpholine), O (water), O1CCOCC1 (dioxane), O (water), [OH-].[Na+] (sodium hydroxide). Reaction conditions: temperature -10 celsius. The product is Cl.ClC=1C=C2C=3CCNC(C3NC2=CC1)C1(CCC1)C(=O)N (1-(6-Chloro-2,3,4,9-tetrahydro-1H-β-carbolin-1-yl)cyclobutanecarboxamide Hydrochloride). As a reaction SMILES: C(OC([O-])=O)(=O)OC(C)(C)C.Cl.[Cl:13][C:14]1[CH:15]=[C:16]2[C:24](=[CH:25][CH:26]=1)[NH:23][C:22]1[CH:21]([C:27]3([C:31](OCC)=[O:32])[CH2:30][CH2:29][CH2:28]3)[NH:20][CH2:19][CH2:18][C:17]2=1.C(O)(=O)CC(CC(O)=O)(C(O)=O)O.ClC(OCC)=O.[OH-].[NH4+:56]>O1CCOCC1.O.[OH-].[Na+].O1CCCC1.CN1CCOCC1>[ClH:13].[Cl:13][C:14]1[CH:15]=[C:16]2[C:24](=[CH:25][CH:26]=1)[NH:23][C:22]1[CH:21]([C:27]3([C:31]([NH2:56])=[O:32])[CH2:28][CH2:29][CH2:30]3)[NH:20][CH2:19][CH2:18][C:17]2=1 |f:1.2,5.6,9.10,13.14|. Procedure details: 0.8 g of tert-butyl pyrocarbonate is added at 0° C. to a solution of 1 g of the compound of Example 1 in 20 ml of dioxane, 20 ml of water and 10 ml of 1M sodium hydroxide solution. After reaction for 4 hours, the reaction mixture is diluted by the addition of water and acidified with a 5% citric acid solution. After extraction with ethyl acetate, drying the organic phases, and concentration under reduced pressure, the residue obtained is diluted with 50 ml of tetrahydrofuran and 0.5 ml of N-meth...